describe an organic reaction: reactants, conditions, products, and yield From a dataset of the Open Reaction Database (ORD), a public repository of structured organic reaction records. Reactants: O=C([O-])[O-], CCO, ClCCN1CCOCC1, Cl, [I-], [K+], [K+], [Na+], O=C1OCc2cc(O)ccc21. Yields the product O=C1OCc2cc(OCCN3CCOCC3)ccc21. RXN SMILES: [C:22](=[O:23])([O-:24])[O-:25].[CH3:30][CH2:31][OH:32].[Cl:13][CH2:14][CH2:15][N:16]1[CH2:17][CH2:18][O:19][CH2:20][CH2:21]1.[ClH:12].[I-:29].[K+:26].[K+:27].[Na+:28].[OH:1][c:2]1[cH:3][c:4]2[c:9]([cH:10][cH:11]1)[C:7](=[O:8])[O:6][CH2:5]2>>[O:1]([c:2]1[cH:3][c:4]2[c:9]([cH:10][cH:11]1)[C:7](=[O:8])[O:6][CH2:5]2)[CH2:14][CH2:15][N:16]1[CH2:17][CH2:18][O:19][CH2:20][CH2:21]1.